This data is from the Open Reaction Database (ORD), a public repository of structured organic reaction records. The task is: describe an organic reaction: reactants, conditions, products, and yield Starting materials: ClC1=C2C(=NN=C1C1=CC=CC=C1)N(N=C2C=2C=C(C=CC2)C)C (4-chloro-1-methyl-5-phenyl-3-m-tolyl-1H-pyrazolo[3,4-c]pyridazine), FC(C1=CC=C(C=O)C=C1)(F)F (4-trifluoromethylbenzaldehyde). Product: ClC1=C2C(=NN=C1C1=CC=CC=C1)N(N=C2C2=CC=C(C=C2)C(F)(F)F)C (4-Chloro-1-methyl-5-phenyl-3-(4-(trifluoromethyl)phenyl)-1H-pyrazolo[3,4-c]pyridazine). As a reaction SMILES: [Cl:1][C:2]1[C:7]([C:8]2[CH:13]=[CH:12][CH:11]=[CH:10][CH:9]=2)=[N:6][N:5]=[C:4]2[N:14]([CH3:24])[N:15]=[C:16]([C:17]3[CH:18]=[C:19](C)[CH:20]=[CH:21][CH:22]=3)[C:3]=12.[F:25][C:26]([F:36])([F:35])C1C=CC(C=O)=CC=1>>[Cl:1][C:2]1[C:7]([C:8]2[CH:13]=[CH:12][CH:11]=[CH:10][CH:9]=2)=[N:6][N:5]=[C:4]2[N:14]([CH3:24])[N:15]=[C:16]([C:17]3[CH:18]=[CH:19][C:20]([C:26]([F:36])([F:35])[F:25])=[CH:21][CH:22]=3)[C:3]=12. Procedure details: Compound 23 was synthesised following similar procedures outlined in Example 24 (Compound 19), using 4-trifluoromethylbenzaldehyde instead of 3-methylbenzaldehyde in Step 1. As a slightly modified procedure, in Step 2, the reaction mixture was filtered and following evaporation of the filtrate, purification of (3,5-dichloro-6-phenylpyridazin-4-yl)(4-(trifluoromethyl)phenyl)methanone was carried out by trituration of the solid residue in diethyl ether. Starting materials: OCC1CC=CCC1N(C=O)CCCCCCCCCCCCCCCCCC ([6-(Hydroxymethyl)-3-cyclohexenyl]-N-octadecylformamide), C(C1=CC=CC=C1)(C1=CC=CC=C1)(C1=CC=CC=C1)Br (trityl bromide), C([O-])([O-])=O.[K+].[K+] (potassium carbonate). The solvent is CC(=O)C (acetone). Yields the product C(CCCCCCCCCCCCCCCCC)N(C=O)C1CC=CCC1COC(C1=CC=CC=C1)(C1=CC=CC=C1)C1=CC=CC=C1 (N-octadecyl-[6-(trityloxymethyl)-3-cyclohexenyl]formamide). RXN SMILES: [OH:1][CH2:2][CH:3]1[CH:8]([N:9]([CH2:12][CH2:13][CH2:14][CH2:15][CH2:16][CH2:17][CH2:18][CH2:19][CH2:20][CH2:21][CH2:22][CH2:23][CH2:24][CH2:25][CH2:26][CH2:27][CH2:28][CH3:29])[CH:10]=[O:11])[CH2:7][CH:6]=[CH:5][CH2:4]1.[C:30](Br)([C:43]1[CH:48]=[CH:47][CH:46]=[CH:45][CH:44]=1)([C:37]1[CH:42]=[CH:41][CH:40]=[CH:39][CH:38]=1)[C:31]1[CH:36]=[CH:35][CH:34]=[CH:33][CH:32]=1.C(=O)([O-])[O-].[K+].[K+]>CC(C)=O>[CH2:12]([N:9]([CH:8]1[CH:3]([CH2:2][O:1][C:30]([C:31]2[CH:36]=[CH:35][CH:34]=[CH:33][CH:32]=2)([C:43]2[CH:44]=[CH:45][CH:46]=[CH:47][CH:48]=2)[C:37]2[CH:38]=[CH:39][CH:40]=[CH:41][CH:42]=2)[CH2:4][CH:5]=[CH:6][CH2:7]1)[CH:10]=[O:11])[CH2:13][CH2:14][CH2:15][CH2:16][CH2:17][CH2:18][CH2:19][CH2:20][CH2:21][CH2:22][CH2:23][CH2:24][CH2:25][CH2:26][CH2:27][CH2:28][CH3:29] |f:2.3.4|. Procedure: [6-(Hydroxymethyl)-3-cyclohexenyl]-N-octadecylformamide obtained in Example 1 (2) is reacted with trityl bromide in acetone in the presence of potassium carbonate to obtain N-octadecyl-[6-(trityloxymethyl)-3-cyclohexenyl]formamide. The reactants are O=[Ag], COCCOCOc1cc(N)c([N+](=O)[O-])cc1OCOCCOC, CI, CN(C)C=O. Yields the product CNc1cc(OCOCCOC)c(OCOCCOC)cc1[N+](=O)[O-]. Reaction SMILES: [Ag:32]=[O:33].[CH3:1][O:2][CH2:3][CH2:4][O:5][CH2:6][O:7][c:8]1[cH:9][c:10]([N+:22](=[O:23])[O-:24])[c:11]([NH2:12])[cH:13][c:14]1[O:15][CH2:16][O:17][CH2:18][CH2:19][O:20][CH3:21].[CH3:25][I:26].[CH3:27][N:28]([CH3:29])[CH:30]=[O:31]>>[CH3:1][O:2][CH2:3][CH2:4][O:5][CH2:6][O:7][c:8]1[cH:9][c:10]([N+:22](=[O:23])[O-:24])[c:11]([NH:12][CH3:25])[cH:13][c:14]1[O:15][CH2:16][O:17][CH2:18][CH2:19][O:20][CH3:21]. Starting materials: C(=O)N1C(COCC1)C(=O)O (4-formyl-morpholine-3-carboxylic acid), C(C)(=O)OC(C)=O (acetic anhydride), C(C#C)(=O)OCC (ethyl propiolate). Run at temperature 120 celsius. The product is C(C)OC(=O)C=1C=CN2C1COCC2 (3,4-dihydro-1H-pyrrolo[2,1-c][1,4]oxazine-8-carboxylic acid ethyl ester). Isolated yield 37.0%. Reaction SMILES: C([N:3]1[CH2:8][CH2:7][O:6][CH2:5][CH:4]1[C:9](O)=O)=O.C(OC(=O)C)(=O)C.[C:19]([O:23][CH2:24][CH3:25])(=[O:22])[C:20]#[CH:21]>>[CH2:24]([O:23][C:19]([C:20]1[CH:9]=[CH:4][N:3]2[CH2:8][CH2:7][O:6][CH2:5][C:21]=12)=[O:22])[CH3:25]. Reported procedure: To a mixture of 4-formyl-morpholine-3-carboxylic acid (Comp. No. 1) (43 g, 0.295 mol) and acetic anhydride (410 g, 4 mol) was added ethyl propiolate (190 g, 1.94 mol). The resulting mixture was heated slowly to 120° C., which was accompanied by gas evolution. After heating for 2 h at 120° C., the resulting mixture was concentrated under reduced pressure. The crude product was purified by silica gel chromatography (eluting with up to 25% ethyl acetate in heptane) to give 21.4 g (37%) of pure 3,4-... Reactants: CCCC[N+](CCCC)(CCCC)CCCC, C1CCOC1, CCOC(C)=O, CC[Si](CC)(CC)c1cc2cc(Cl)cnc2[nH]1, [F-]. The product is Clc1cnc2[nH]ccc2c1. Reaction SMILES: [CH2:19]([N+:20]([CH2:21][CH2:22][CH2:23][CH3:24])([CH2:25][CH2:26][CH2:27][CH3:28])[CH2:29][CH2:30][CH2:31][CH3:32])[CH2:33][CH2:34][CH3:35].[CH2:36]1[O:37][CH2:38][CH2:39][CH2:40]1.[CH3:41][CH2:42][O:43][C:44](=[O:45])[CH3:46].[Cl:1][c:2]1[cH:3][c:4]2[c:5]([n:6][cH:7]1)[nH:8][c:9]([Si:11]([CH2:12][CH3:13])([CH2:14][CH3:15])[CH2:16][CH3:17])[cH:10]2.[F-:18]>>[Cl:1][c:2]1[cH:3][c:4]2[c:5]([n:6][cH:7]1)[nH:8][cH:9][cH:10]2. Reactants: ClC=1C=CN=C2C=C(C=NC12)OC (8-chloro-3-methoxy-1,5-naphthyridine), Cl.C(C)(C)(C)OC(CN)=O (glycine tert-butyl ester hydrochloride). The solvent is 2-BuOH. Run at temperature 100 celsius, time 5 hour. The product is Cl.COC1=CN=C2C(=CC=NC2=C1)NCC(=O)O (2-(7-methoxy-1,5-naphthyridin-4-ylamino)acetic acid hydrochloride). Yield: 80.1%. As a reaction SMILES: [Cl:1][C:2]1[CH:3]=[CH:4][N:5]=[C:6]2[C:11]=1[N:10]=[CH:9][C:8]([O:12][CH3:13])=[CH:7]2.Cl.C([O:19][C:20](=[O:23])[CH2:21][NH2:22])(C)(C)C>>[ClH:1].[CH3:13][O:12][C:8]1[CH:7]=[C:6]2[C:11]([C:2]([NH:22][CH2:21][C:20]([OH:23])=[O:19])=[CH:3][CH:4]=[N:5]2)=[N:10][CH:9]=1 |f:1.2,3.4|. Reported procedure: In a 100 mL round bottom flask were dissolved 8-chloro-3-methoxy-1,5-naphthyridine (5.00 g, 25.7 mmol) and glycine tert-butyl ester hydrochloride (17.2 g, 103 mmol) in 50 mL of 2-BuOH then stirred and heated at 100° C. After 5 h the solvent based on LC-MS was removed by reduced pressure and then the solid was dissolved in 200 mL of HCl 1N and stirred at 60° C. overnight. After 10 h the reaction mixture based on LC-MS was cooled down to rt then 0° C. and the desired acid precipitate. Filtered the...